From a dataset of the Open Reaction Database (ORD), a public repository of structured organic reaction records. describe an organic reaction: reactants, conditions, products, and yield The reactants are O=C([O-])[O-], CC(=O)[O-], CC(=O)[O-], CCOC(=O)c1cc(Cl)nc(OC)c1, Cc1ccccc1, CCC(C)N, [Cs+], [Cs+], [Pd+2], c1ccc(P(c2ccccc2)c2ccc3ccccc3c2-c2c(P(c3ccccc3)c3ccccc3)ccc3ccccc23)cc1. Yields the product CCOC(=O)c1cc(NC(C)CC)nc(OC)c1. RXN SMILES: [C:66](=[O:67])([O-:68])[O-:69].[C:79]([O-:80])(=[O:81])[CH3:82].[C:84]([O-:85])(=[O:86])[CH3:87].[CH2:6]([CH3:7])[O:8][C:9]([c:10]1[cH:11][c:12]([Cl:18])[n:13][c:14]([O:16][CH3:17])[cH:15]1)=[O:19].[CH3:72][c:73]1[cH:74][cH:75][cH:76][cH:77][cH:78]1.[CH:1]([CH3:2])([CH2:3][CH3:4])[NH2:5].[Cs+:70].[Cs+:71].[Pd+2:83].[c:20]1([P:21]([c:22]2[cH:23][cH:24][cH:25][cH:26][cH:27]2)[c:28]2[cH:29][cH:30][c:31]3[c:32]([cH:33][cH:34][cH:35][cH:36]3)[c:37]2-[c:38]2[c:39]3[c:40]([cH:41][cH:42][cH:43][cH:44]3)[cH:45][cH:46][c:47]2[P:48]([c:49]2[cH:50][cH:51][cH:52][cH:53][cH:54]2)[c:55]2[cH:56][cH:57][cH:58][cH:59][cH:60]2)[cH:61][cH:62][cH:63][cH:64][cH:65]1>>[CH:1]([CH3:2])([CH2:3][CH3:4])[NH:5][c:12]1[cH:11][c:10]([C:9]([O:8][CH2:6][CH3:7])=[O:19])[cH:15][c:14]([O:16][CH3:17])[n:13]1.